From a dataset of the Open Reaction Database (ORD), a public repository of structured organic reaction records. describe an organic reaction: reactants, conditions, products, and yield The reactants are NC(=S)N (thiourea), ClC1=CC=C(CN2CCN(CCC2)CCCCl)C=C1 (1-(4-chlorobenzyl)-4-(3-chloropropyl)homopiperazine), reagent, C(C)O (ethanol), [OH-].[Na+] (sodium hydroxide). Run in O (water). Run at time 8 hour. The product is ClC1=CC=C(CN2CCN(CCC2)CCCS)C=C1 (3-[4-(4-chlorobenzyl)homopiperazin-1-yl]propanethiol). Isolated yield 39.1%. Reaction SMILES: NC(N)=[S:3].[Cl:5][C:6]1[CH:23]=[CH:22][C:9]([CH2:10][N:11]2[CH2:17][CH2:16][CH2:15][N:14]([CH2:18][CH2:19][CH2:20]Cl)[CH2:13][CH2:12]2)=[CH:8][CH:7]=1.C(O)C.[OH-].[Na+]>O>[Cl:5][C:6]1[CH:23]=[CH:22][C:9]([CH2:10][N:11]2[CH2:17][CH2:16][CH2:15][N:14]([CH2:18][CH2:19][CH2:20][SH:3])[CH2:13][CH2:12]2)=[CH:8][CH:7]=1 |f:3.4|. Procedure: 4.1 g of thiourea were added to a mixture of 8.0 g of 1-(4-chlorobenzyl)-4-(3-chloropropyl)homopiperazine and 100 ml of reagent ethanol. The mixture was refluxed for 6 hours and then stirred overnight at room temperature. A solution of 5.0 g of sodium hydroxide in 30 ml of water was added, and the resulting solution was refluxed for 4 hours. The ethanol was removed in vacuo, and water was added to the residue. The product was extracted with methylene chloride, and the extract was dried (sodium s... Reactants: CS(C)=O, COC(=O)CCCC#CCN1C(=O)CCCC1CO, O=C([O-])C(F)(F)F, c1ccccc1, c1cc[nH+]cc1. Yields the product COC(=O)CCCC#CCN1C(=O)CCCC1C=O. RXN SMILES: [CH3:1][S:2]([CH3:3])=[O:4].[CH3:5][O:6][C:7]([CH2:8][CH2:9][CH2:10][C:11]#[C:12][CH2:13][N:14]1[CH:15]([CH2:21][OH:22])[CH2:16][CH2:17][CH2:18][C:19]1=[O:20])=[O:23].[F:24][C:25]([F:26])([F:27])[C:28]([O-:29])=[O:30].[cH:37]1[cH:38][cH:39][cH:40][cH:41][cH:42]1.[nH+:31]1[cH:32][cH:33][cH:34][cH:35][cH:36]1>>[CH3:5][O:6][C:7]([CH2:8][CH2:9][CH2:10][C:11]#[C:12][CH2:13][N:14]1[CH:15]([CH:21]=[O:22])[CH2:16][CH2:17][CH2:18][C:19]1=[O:20])=[O:23]. The reactants are [H-].[Na+] (NaH), ClC=1C=C(C=CC1)N1C(NC2=C1C=CC=C2)=O (1-(3-chlorophenyl)-benzimidazolin-2-one), C(C)OC(CCCCCCCl)=O (7-chloroenanthic acid ethyl ester). The solvent is CN(C)C=O (DMF). Product: C(C)OC(CCCCCCN1C(N(C2=C1C=CC=C2)C2=CC(=CC=C2)Cl)=O)=O (7-[3-(3-Chlorophenyl)-2-oxo-benzimidazolin-1-yl]-enanthic ethyl ester). Reaction SMILES: [H-].[Na+].[Cl:3][C:4]1[CH:5]=[C:6]([N:10]2[C:14]3[CH:15]=[CH:16][CH:17]=[CH:18][C:13]=3[NH:12][C:11]2=[O:19])[CH:7]=[CH:8][CH:9]=1.[CH2:20]([O:22][C:23](=[O:31])[CH2:24][CH2:25][CH2:26][CH2:27][CH2:28][CH2:29]Cl)[CH3:21]>CN(C=O)C>[CH2:20]([O:22][C:23](=[O:31])[CH2:24][CH2:25][CH2:26][CH2:27][CH2:28][CH2:29][N:12]1[C:13]2[CH:18]=[CH:17][CH:16]=[CH:15][C:14]=2[N:10]([C:6]2[CH:7]=[CH:8][CH:9]=[C:4]([Cl:3])[CH:5]=2)[C:11]1=[O:19])[CH3:21] |f:0.1|. Procedure: The product is produced as described in example 1 from 1.2 g. of NaH (80% suspension in mineral oil), 9.8 g. of 1-(3-chlorophenyl)-benzimidazolin-2-one (produced in usual manners by subjecting N-(3-chlorophenyl)-o-phenylene diamine to reaction of phosgene), 80 cc. of DMF, 7.7 g. of 7-chloroenanthic acid ethyl ester and 1.2 g. of NaJ.